From a dataset of the Open Reaction Database (ORD), a public repository of structured organic reaction records. describe an organic reaction: reactants, conditions, products, and yield Reactants: Teflon, C(=C)C1=C(C=CC=C1)C=C (divinylbenzene), C(=C)C1=C(C=CC=C1)C=C (divinylbenzene), C(C)O[SiH](OCC)OCC (triethoxysilane), C(=C)[Si](O[Si](C)(C)C)(C)C=C (divinyltetramethyldisiloxane). Solvent: C1(=CC=CC=C1)C (toluene). Reaction conditions: temperature 50 celsius. Product: C(C)O[Si](CCC1=C(C=CC=C1)CC[Si](OCC)(OCC)OCC)(OCC)OCC (bis (2-triethoxysilylethyl) benzene). Yield: 2.8%. As a reaction SMILES: [CH:1]([C:3]1[CH:8]=[CH:7][CH:6]=[CH:5][C:4]=1[CH:9]=[CH2:10])=[CH2:2].[CH2:11]([O:13][SiH:14]([O:18][CH2:19][CH3:20])[O:15][CH2:16][CH3:17])[CH3:12].C([Si]([CH:30]=[CH2:31])(C)O[Si](C)(C)C)=C>C1(C)C=CC=CC=1>[CH2:11]([O:13][Si:14]([O:18][CH2:19][CH3:20])([O:15][CH2:16][CH3:17])[CH2:2][CH2:1][C:3]1[CH:8]=[CH:7][CH:6]=[CH:5][C:4]=1[CH2:9][CH2:10][Si:14]([O:18][CH2:30][CH3:31])([O:15][CH2:16][CH3:17])[O:13][CH2:11][CH3:12])[CH3:12]. Reported procedure: 871 mg Of divinylbenzene and 4.35 g of triethoxysilane were placed in a glass reaction tube and 0.015 ml of a toluene solution of a 0-valent platinum complex of divinyltetramethyldisiloxane (platinum content: 0.2 Wt. %) was added to this mixture. The reaction tube was sealed with Teflon tape and heated for 30 minutes in an oil bath at 50° C. When the tube contents were analyzed by GC-MS following cooling, the conversion rate of divinylbenzene was 56%; bis (2-triethoxysilylethyl) benzene was prod... Reactants: ClC1=CC=2C3=C(N(C2C=C1)CC(C)(O)C1=C(C=C(C=C1)Cl)Cl)CCN(C3)C (1-(8-Chloro-1,2,3,4-tetrahydro-2-methylpyrido[4,3-b]indol-5-yl)-2-(2,4-dichlorophenyl)propan-2-ol), S(O)(O)(=O)=O (sulfuric acid), [OH-].[K+] (KOH). The solvent is ice water. Product: ClC1=CC=2C3=C(N(C2C=C1)\C=C(/C)\C1=C(C=C(C=C1)Cl)Cl)CCN(C3)C ((E)-8-chloro-5-(2-(2,4-dichlorophenyl)prop-1-enyl)-2-methyl-2,3,4,5-tetrahydro-1H-pyrido[4,3-b]indole). RXN SMILES: [Cl:1][C:2]1[CH:10]=[CH:9][C:8]2[N:7]([CH2:11][C:12]([C:15]3[CH:20]=[CH:19][C:18]([Cl:21])=[CH:17][C:16]=3[Cl:22])(O)[CH3:13])[C:6]3[CH2:23][CH2:24][N:25]([CH3:27])[CH2:26][C:5]=3[C:4]=2[CH:3]=1.S(=O)(=O)(O)O.[OH-].[K+]>>[Cl:1][C:2]1[CH:10]=[CH:9][C:8]2[N:7](/[CH:11]=[C:12](/[C:15]3[CH:20]=[CH:19][C:18]([Cl:21])=[CH:17][C:16]=3[Cl:22])\[CH3:13])[C:6]3[CH2:23][CH2:24][N:25]([CH3:27])[CH2:26][C:5]=3[C:4]=2[CH:3]=1 |f:2.3|. Reported procedure: 1-(8-Chloro-1,2,3,4-tetrahydro-2-methylpyrido[4,3-b]indol-5-yl)-2-(2,4-dichlorophenyl)propan-2-ol (1 g, 2.36 mmol, 1 equiv) was refluxed with 25% sulfuric acid (7 mL) for 2 h. The reaction mixture was cooled to 5° C. in ice-water bath. KOH (15% aqueous solution) was added dropwise to the reaction mixture until pH 9-10. The reaction mixture was extracted with EtOAc (3×10 mL). The combined organic layer was washed with water (10 mL) followed by brine, dried over sodium sulfate and evaporated under... Reactants: NC(CCSC)C(=O)O (D,L-methionine), COC1=CC=C(C=C1)C1=NNC=C1 (3-(4-methoxyphenyl)-pyrazole), CS(=O)(=O)O (methanesulfonic acid), [OH-].[Na+] (sodium hydroxide). Solvent: O (water). Run at temperature 50 celsius. Yields the product N1N=C(C=C1)C1=CC=C(C=C1)O (4-Pyrazol-3-yl-phenol). Isolated yield 104.4%. RXN SMILES: NC(C(O)=O)CCSC.C[O:11][C:12]1[CH:17]=[CH:16][C:15]([C:18]2[CH:22]=[CH:21][NH:20][N:19]=2)=[CH:14][CH:13]=1.CS(O)(=O)=O.[OH-].[Na+]>O>[NH:20]1[CH:21]=[CH:22][C:18]([C:15]2[CH:16]=[CH:17][C:12]([OH:11])=[CH:13][CH:14]=2)=[N:19]1 |f:3.4|. Procedure details: To a round-bottomed flask was added D,L-methionine (1.19 g, 7.96 mmol), 3-(4-methoxyphenyl)-pyrazole (990 mg, 5.68 mmol), and methanesulfonic acid (23 ml). The resulting solution was heated to about 50° C. for about forty-eight hours, and was then allowed to cool to room temperature and poured into water. The pH of the solution was adjusted to about 7 with 5 N sodium hydroxide, and was then extracted with ethyl acetate. The organic extracts were dried over magnesium sulfate, filtered, and concen...